From a dataset of the Open Reaction Database (ORD), a public repository of structured organic reaction records. describe an organic reaction: reactants, conditions, products, and yield Starting materials: O=C([O-])[O-], CC#N, O=[N+]([O-])c1ccccc1S(=O)(=O)NCCNCC(O)CCl, [Cs+], [Cs+]. The product is O=[N+]([O-])c1ccccc1S(=O)(=O)N1CCNCC(O)C1. RXN SMILES: [C:22](=[O:23])([O-:24])[O-:25].[CH3:28][C:29]#[N:30].[Cl:1][CH2:2][CH:3]([CH2:4][NH:5][CH2:6][CH2:7][NH:8][S:9](=[O:10])(=[O:11])[c:12]1[c:13]([N+:18](=[O:19])[O-:20])[cH:14][cH:15][cH:16][cH:17]1)[OH:21].[Cs+:26].[Cs+:27]>>[CH2:2]1[CH:3]([OH:21])[CH2:4][NH:5][CH2:6][CH2:7][N:8]1[S:9](=[O:10])(=[O:11])[c:12]1[c:13]([N+:18](=[O:19])[O-:20])[cH:14][cH:15][cH:16][cH:17]1. Starting materials: CCCc1cc(Cl)c2oc(C(=O)OCC)c(C)c2c1O, CO, [Na+], [OH-]. The product is CCCc1cc(Cl)c2oc(C(=O)O)c(C)c2c1O. Reaction SMILES: [C:1](=[O:2])([O:3][CH2:4][CH3:5])[c:6]1[o:7][c:8]2[c:9]([c:10]1[CH3:11])[c:12]([OH:20])[c:13]([CH2:17][CH2:18][CH3:19])[cH:14][c:15]2[Cl:16].[CH3:23][OH:24].[Na+:22].[OH-:21]>>[C:1](=[O:2])([OH:3])[c:6]1[o:7][c:8]2[c:9]([c:10]1[CH3:11])[c:12]([OH:20])[c:13]([CH2:17][CH2:18][CH3:19])[cH:14][c:15]2[Cl:16]. The reactants are C(C)NCC (diethylamine), BrCC=CC(=O)Cl (4-bromo-but-2-enoyl chloride), NC=1C=C2C(=C(C=NC2=CC1)C#N)NC1=CC(=C(C=C1)F)Cl (6-amino-4-[(3-chloro-4-fluorophenyl)amino]-3-quinolinecarbonitrile), C(C)(C)N(C(C)C)CC (N,N-diisopropylethylamine), C([O-])(O)=O.[Na+] (sodium bicarbonate). Run in C1CCOC1 (THF), ThF. Conditions: temperature -78 celsius, time 2 hour. Product: ClC=1C=C(C=CC1F)NC1=C(C=NC2=CC=C(C=C12)NC(C=CCN(CC)CC)=O)C#N (N-{4-[(3-Chloro-4-fluorophenyl)amino]-3-cyano-6-quinolinyl}-4-diethylamino-2-butenamide). Reaction SMILES: Br[CH2:2][CH:3]=[CH:4][C:5](Cl)=[O:6].[NH2:8][C:9]1[CH:10]=[C:11]2[C:16](=[CH:17][CH:18]=1)[N:15]=[CH:14][C:13]([C:19]#[N:20])=[C:12]2[NH:21][C:22]1[CH:27]=[CH:26][C:25]([F:28])=[C:24]([Cl:29])[CH:23]=1.[CH:30]([N:33](CC)[CH:34](C)[CH3:35])(C)[CH3:31].C(NCC)C.C(=O)(O)[O-].[Na+]>C1COCC1>[Cl:29][C:24]1[CH:23]=[C:22]([NH:21][C:12]2[C:11]3[C:16](=[CH:17][CH:18]=[C:9]([NH:8][C:5](=[O:6])[CH:4]=[CH:3][CH2:2][N:33]([CH2:34][CH3:35])[CH2:30][CH3:31])[CH:10]=3)[N:15]=[CH:14][C:13]=2[C:19]#[N:20])[CH:27]=[CH:26][C:25]=1[F:28] |f:4.5|. Procedure: Added 500 μl (4.80 mmol) 4-bromo-but-2-enoyl chloride to a solution of 1.50 g (4.80 mmol) ) 6-amino-4-[(3-chloro-4-fluorophenyl)amino]-3-quinolinecarbonitrile and 836 μl (4.80 mmol) N,N-diisopropylethylamine in 50 ml ThF at 0° C. under N2. At 1 hour added the mixture dropwise to 1.26 ml (24 mmol) diethylamine in 11 ml THF chilled to -78° C. Removed dry ice bath after complete addition, and at 2 hours, 45 minutes poured onto a mixture of ice and saturated sodium bicarbonate. Extracted with ethyl ... The reactants are BrCC(=O)C=1SC=CC1Cl (2-bromo-1-(3-chloro-thiophen-2-yl)-ethanone), ClC1=CC=C(C(=N)N)C=C1 (4-chloro-benzamidine), Formula IV. Solvent: C(Cl)(Cl)Cl (chloroform). Product: ClC1=CC=C(C=C1)C=1NC(=CN1)C=1SC=CC1Cl (2-(4-chloro-phenyl)-5-(3-chloro-thiophen-2-yl)-1H-imidazole). Reaction SMILES: Br[CH2:2][C:3]([C:5]1[S:6][CH:7]=[CH:8][C:9]=1[Cl:10])=O.[Cl:11][C:12]1[CH:20]=[CH:19][C:15]([C:16]([NH2:18])=[NH:17])=[CH:14][CH:13]=1>C(Cl)(Cl)Cl>[Cl:11][C:12]1[CH:20]=[CH:19][C:15]([C:16]2[NH:17][C:3]([C:5]3[S:6][CH:7]=[CH:8][C:9]=3[Cl:10])=[CH:2][N:18]=2)=[CH:14][CH:13]=1. Reported procedure: Compounds of this invention with Formula IV may be prepared as illustrated by the exemplary reaction in Scheme 3. Reaction of 2-bromo-1-(3-chloro-thiophen-2-yl)-ethanone with 4-chloro-benzamidine in chloroform produces the product 2-(4-chloro-phenyl)-5-(3-chloro-thiophen-2-yl)-1H-imidazole.